Task: describe an organic reaction: reactants, conditions, products, and yield. Dataset: the Open Reaction Database (ORD), a public repository of structured organic reaction records Reactants: Cl (hydrochloric acid), ClC1=CC=C(C=C1)C1CCN(CC1)C(CCC(O)C1=CC2=C(CCN(CC2)C(C)C)C=C1)=O (4-[4-(4-Chlorophenyl)-1-piperidinyl]-1-(3-isopropyl-2,3,4,5-tetrahydro-1H-3-benzazepin-7-yl)-4-oxo-1-butanol), O.C1(=CC=C(C=C1)S(=O)(=O)O)C (p-toluenesulfonic acid monohydrate). The solvent is C(C)(=O)OCC (ethyl acetate), C(C)(=O)OCC (ethyl acetate), C1(=CC=CC=C1)C (toluene). Yields the product Cl.ClC1=CC=C(C=C1)C1CCN(CC1)C(C/C=C/C1=CC2=C(CCN(CC2)C(C)C)C=C1)=O (7-[(E)-4-[4-(4-Chlorophenyl)-1-piperidinyl]-4-oxo-1-butenyl]-3-isopropyl-2,3,4,5-tetrahydro-1H-3-benzazepine hydrochloride). Isolated yield 54.7%. As a reaction SMILES: [Cl:1][C:2]1[CH:7]=[CH:6][C:5]([CH:8]2[CH2:13][CH2:12][N:11]([C:14](=[O:33])[CH2:15][CH2:16][CH:17]([C:19]3[CH:32]=[CH:31][C:22]4[CH2:23][CH2:24][N:25]([CH:28]([CH3:30])[CH3:29])[CH2:26][CH2:27][C:21]=4[CH:20]=3)O)[CH2:10][CH2:9]2)=[CH:4][CH:3]=1.O.C1(C)C=CC(S(O)(=O)=O)=CC=1.Cl>C1(C)C=CC=CC=1.C(OCC)(=O)C>[ClH:1].[Cl:1][C:2]1[CH:7]=[CH:6][C:5]([CH:8]2[CH2:9][CH2:10][N:11]([C:14](=[O:33])[CH2:15]/[CH:16]=[CH:17]/[C:19]3[CH:32]=[CH:31][C:22]4[CH2:23][CH2:24][N:25]([CH:28]([CH3:30])[CH3:29])[CH2:26][CH2:27][C:21]=4[CH:20]=3)[CH2:12][CH2:13]2)=[CH:4][CH:3]=1 |f:1.2,6.7|. Reported procedure: A solution of 4-[4-(4-chlorophenyl)-1-piperidinyl]-1-(3-isopropyl-2,3,4,5-tetrahydro-1H-3-benzazepin-7-yl)-4-oxo-1-butanol (0.14 g, 0.30 mmol) obtained in Example 212 and p-toluenesulfonic acid monohydrate (0.03 g, 0.16 mmol) in toluene (10 mL) was refluxed for 24 hours under heating. The reaction solution was concentrated under reduced pressure, and the resultant residues were purified by alumina column chromatography (developing solvent; hexane:ethyl acetate=1:1), whereby 0.09 g free base of t... Starting materials: CCN(C(C)C)C(C)C, O=C(Cl)c1c(Cl)cccc1Cl, Nc1ccc(C(=O)N2Cc3ccccc3Cc3ccccc32)cc1, Cc1ccccc1C. Yields the product O=C(Nc1ccc(C(=O)N2Cc3ccccc3Cc3ccccc32)cc1)c1c(Cl)cccc1Cl. Reaction SMILES: [CH:12]([N:13]([CH2:14][CH3:15])[CH:16]([CH3:17])[CH3:18])([CH3:19])[CH3:20].[Cl:1][c:2]1[c:3]([C:4](=[O:5])[Cl:6])[c:7]([Cl:11])[cH:8][cH:9][cH:10]1.[NH2:21][c:22]1[cH:23][cH:24][c:25]([C:26](=[O:27])[N:28]2[c:29]3[c:30]([cH:39][cH:40][cH:41][cH:42]3)[CH2:31][c:32]3[c:33]([cH:35][cH:36][cH:37][cH:38]3)[CH2:34]2)[cH:43][cH:44]1.[c:45]1([CH3:46])[c:47]([CH3:48])[cH:49][cH:50][cH:51][cH:52]1>>[Cl:1][c:2]1[c:3]([C:4](=[O:5])[NH:21][c:22]2[cH:23][cH:24][c:25]([C:26](=[O:27])[N:28]3[c:29]4[c:30]([cH:39][cH:40][cH:41][cH:42]4)[CH2:31][c:32]4[c:33]([cH:35][cH:36][cH:37][cH:38]4)[CH2:34]3)[cH:43][cH:44]2)[c:7]([Cl:11])[cH:8][cH:9][cH:10]1. Reactants: CI, CC(C)=O, Cc1cccc(Cl)c1O, [K+], [K+], O=C([O-])[O-]. Product: COc1c(C)cccc1Cl. As a reaction SMILES: [CH3:10][I:11].[CH3:18][C:19](=[O:20])[CH3:21].[Cl:1][c:2]1[c:3]([OH:9])[c:4]([CH3:8])[cH:5][cH:6][cH:7]1.[K+:12].[K+:13].[O-:14][C:15]([O-:16])=[O:17]>>[Cl:1][c:2]1[c:3]([O:9][CH3:15])[c:4]([CH3:8])[cH:5][cH:6][cH:7]1. RXN SMILES: [C:15](=[O:16])([O-:17])[O-:18].[CH2:1]([CH2:2][CH2:3][CH3:4])[OH:5].[CH3:34][CH2:35][CH2:36][CH2:37][CH2:38][CH2:39][CH2:40][CH2:41][CH2:42][CH2:43][CH2:44][CH3:45].[CH3:6][c:7]1[cH:8][c:9]([I:14])[cH:10][c:11]([CH3:13])[cH:12]1.[Cs+:19].[Cs+:20].[Cu:46][I:47].[c:21]1(-[c:22]2[cH:23][cH:24][cH:25][cH:26][c:27]2[OH:28])[cH:29][cH:30][cH:31][cH:32][cH:33]1>>[CH2:1]([CH2:2][CH2:3][CH3:4])[O:5][c:9]1[cH:8][c:7]([CH3:6])[cH:12][c:11]([CH3:13])[cH:10]1. Starting materials: O=C([O-])[O-], CCCCO, CCCCCCCCCCCC, Cc1cc(C)cc(I)c1, [Cs+], [Cs+], [Cu]I, Oc1ccccc1-c1ccccc1. Yields the product CCCCOc1cc(C)cc(C)c1. Starting materials: CCO, [O-][n+]1ccc(Oc2ccc(OC(F)(F)F)cc2)cc1, [H][H]. Product: FC(F)(F)Oc1ccc(Oc2ccncc2)cc1. Reaction SMILES: [CH3:22][CH2:23][OH:24].[F:1][C:2]([O:3][c:4]1[cH:5][cH:6][c:7]([O:8][c:9]2[cH:10][cH:11][n+:12]([O-:15])[cH:13][cH:14]2)[cH:16][cH:17]1)([F:18])[F:19].[H:20][H:21]>>[F:1][C:2]([O:3][c:4]1[cH:5][cH:6][c:7]([O:8][c:9]2[cH:10][cH:11][n:12][cH:13][cH:14]2)[cH:16][cH:17]1)([F:18])[F:19]. As a reaction SMILES: [CH3:18][CH2:19][O:20][C:21](=[O:22])[CH3:23].[CH3:1][c:2]1[n:3][cH:4][n:5](-[c:7]2[c:8]([CH3:16])[cH:9][c:10]([N+:13]([O-:14])=[O:15])[cH:11][cH:12]2)[cH:6]1.[CH3:24][CH2:25][OH:26].[Cl-:17]>>[CH3:1][c:2]1[n:3][cH:4][n:5](-[c:7]2[c:8]([CH3:16])[cH:9][c:10]([NH2:13])[cH:11][cH:12]2)[cH:6]1. Starting materials: CCOC(C)=O, Cc1cn(-c2ccc([N+](=O)[O-])cc2C)cn1, CCO, [Cl-]. Product: Cc1cn(-c2ccc(N)cc2C)cn1.